From a dataset of the Open Reaction Database (ORD), a public repository of structured organic reaction records. describe an organic reaction: reactants, conditions, products, and yield The reactants are OC=1C=C(C=CC1)[C@@H]1N([C@@]2(CC1)C(NCC2)=O)C(=O)OC(C)(C)C (1,1-dimethylethyl (2R,5R)-2-(3-hydroxyphenyl)-6-oxo-1,7-diazaspiro[4.4]nonane-1-carboxylate), FC1=C(CBr)C=CC=C1 (2-fluorobenzyl bromide). Yields the product FC1=C(C=CC=C1)COC=1C=C(C=CC1)[C@@H]1N([C@@]2(CC1)C(NCC2)=O)C(=O)OC(C)(C)C (1,1-Dimethylethyl (2R,5R)-2-(3-{[(2-fluorophenyl)methyl]oxy}phenyl)-6-oxo-1,7-diazaspiro[4.4]nonane-1-carboxylate). Yield: 78.0%. Reaction SMILES: [OH:1][C:2]1[CH:3]=[C:4]([C@H:8]2[CH2:12][CH2:11][C@:10]3([CH2:16][CH2:15][NH:14][C:13]3=[O:17])[N:9]2[C:18]([O:20][C:21]([CH3:24])([CH3:23])[CH3:22])=[O:19])[CH:5]=[CH:6][CH:7]=1.[F:25][C:26]1[CH:33]=[CH:32][CH:31]=[CH:30][C:27]=1[CH2:28]Br>>[F:25][C:26]1[CH:33]=[CH:32][CH:31]=[CH:30][C:27]=1[CH2:28][O:1][C:2]1[CH:3]=[C:4]([C@H:8]2[CH2:12][CH2:11][C@:10]3([CH2:16][CH2:15][NH:14][C:13]3=[O:17])[N:9]2[C:18]([O:20][C:21]([CH3:24])([CH3:23])[CH3:22])=[O:19])[CH:5]=[CH:6][CH:7]=1. Procedure: The title compound (0.420 g, 78%) was prepared from 1,1-dimethylethyl (2R,5R)-2-(3-hydroxyphenyl)-6-oxo-1,7-diazaspiro[4.4]nonane-1-carboxylate (D45, 410 mg, 1.23 mmol) and 2-fluorobenzyl bromide using a similar procedure to that set out earlier in Description 11.